This data is from the Open Reaction Database (ORD), a public repository of structured organic reaction records. The task is: describe an organic reaction: reactants, conditions, products, and yield Starting materials: [BH4-].[Na+] (NaBH4), C(C)(=O)OC(C([C@H](CC1=CC=CC=C1)NC(=O)OCC1=CC=CC=C1)=O)SC ((3S)-1-(methylsulfanyl)-2-oxo-4-phenyl-3-([(phenylmethyl)oxy]carbonylamino)butyl ethanoate), Cl (HCl). Run in O (H2O), CCO (EtOH). Reaction conditions: temperature -20 celsius, time 2 hour. The product is C(C)(=O)OCC([C@H](CC1=CC=CC=C1)NC(=O)OCC1=CC=CC=C1)O ((3S)-2-hydroxy-4-phenyl-3-([(phenylmethyl)oxy]carbonylamino)butyl ethanoate). RXN SMILES: [C:1]([O:4][CH:5](SC)[C:6](=[O:26])[C@@H:7]([NH:15][C:16]([O:18][CH2:19][C:20]1[CH:25]=[CH:24][CH:23]=[CH:22][CH:21]=1)=[O:17])[CH2:8][C:9]1[CH:14]=[CH:13][CH:12]=[CH:11][CH:10]=1)(=[O:3])[CH3:2].[BH4-].[Na+].Cl>CCO.O>[C:1]([O:4][CH2:5][CH:6]([OH:26])[C@@H:7]([NH:15][C:16]([O:18][CH2:19][C:20]1[CH:25]=[CH:24][CH:23]=[CH:22][CH:21]=1)=[O:17])[CH2:8][C:9]1[CH:14]=[CH:13][CH:12]=[CH:11][CH:10]=1)(=[O:3])[CH3:2] |f:1.2|. Procedure details: To a suitable reactor was added crude 3b in EtOH (100 mL) solution at 20-30° C. under N2. The mixture was cooled to −25 to −15° C., and NaBH4 (0.77 g) in H2O (7.7 mL) was added at below −8° C. The reaction mixture was warmed to −10 to −5° C. and stirred for 2 hr. The reaction was deemed completed as determined by TLC. 1N HCl aqueous solution (20 mL) was added at below 10° C. The mixture was extracted with EtOAc (100 mL×2). The separated organic portions were combined and concentrated under at 40... Reactants: C(C)(C)(C)OC(=O)[C@H]1N([C@H](CC1)C1=CNC2=CC=CC=C12)C(CNC(NC=1C=C(C(=O)OCC[Si](C)(C)C)C=CC1)=O)=O (2-trimethylsilylethyl (2S,5R)-3-{3-{2-[2-tert-butoxycarbonyl-5-(3-indolyl)-1-pyrrolidinyl]-2-oxoethyl}ureido}benzoate), solution, [F-].C(CCC)[N+](CCCC)(CCCC)CCCC (tetrabutylammonium fluoride), crude product. Run in C(C)(=O)OCC (ethyl acetate). Product: C(C)(C)(C)OC(=O)[C@H]1N([C@H](CC1)C1=CNC2=CC=CC=C12)C(CNC(NC=1C=C(C(=O)O)C=CC1)=O)=O ((2S,5R)-3-{3-{2-[2-tert-butoxycarbonyl-5-(3-indolyl)-1-pyrrolidinyl]-2-oxoethyl}ureido}benzoic acid). Yield: 71.9%. As a reaction SMILES: [C:1]([O:5][C:6]([C@@H:8]1[CH2:12][CH2:11][C@H:10]([C:13]2[C:21]3[C:16](=[CH:17][CH:18]=[CH:19][CH:20]=3)[NH:15][CH:14]=2)[N:9]1[C:22](=[O:43])[CH2:23][NH:24][C:25](=[O:42])[NH:26][C:27]1[CH:28]=[C:29]([CH:39]=[CH:40][CH:41]=1)[C:30]([O:32]CC[Si](C)(C)C)=[O:31])=[O:7])([CH3:4])([CH3:3])[CH3:2].[F-].C([N+](CCCC)(CCCC)CCCC)CCC>C(OCC)(=O)C>[C:1]([O:5][C:6]([C@@H:8]1[CH2:12][CH2:11][C@H:10]([C:13]2[C:21]3[C:16](=[CH:17][CH:18]=[CH:19][CH:20]=3)[NH:15][CH:14]=2)[N:9]1[C:22](=[O:43])[CH2:23][NH:24][C:25](=[O:42])[NH:26][C:27]1[CH:28]=[C:29]([CH:39]=[CH:40][CH:41]=1)[C:30]([OH:32])=[O:31])=[O:7])([CH3:4])([CH3:2])[CH3:3] |f:1.2|. Reported procedure: The operation is carried out in a fashion similar to that described in Example 41, but starting from 0.2 g of 2-trimethylsilylethyl (2S,5R)-3-{3-{2-[2-tert-butoxycarbonyl-5-(3-indolyl)-1-pyrrolidinyl]-2-oxoethyl}ureido}benzoate and 1.0 cm3 of a 1M solution of tetrabutylammonium fluoride. The crude product is dissolved in 25 cm3 of ethyl acetate and extracted with 2 times 5 cm3 of a 0.1N aqueous sodium hydroxide solution. The aqueous phases are brought to a pH of 2 by addition of a 1N aqueous hyd...